This data is from the Open Reaction Database (ORD), a public repository of structured organic reaction records. The task is: describe an organic reaction: reactants, conditions, products, and yield The reactants are [Li+].[OH-] (LiOH), OC1N=CC=2SC3=C(NC2N1CC(=O)N(CC(=O)OCC)CC(C(=O)OC(C)(C)C)N)C=CC=C3 (Ethyl N-[(2-hydroxy-10-H-pyrimido[5,4-b][1,4]-benzothiazin-1-yl)acetyl]-N-(2-Boc-aminoethyl)glycinate), O (water). Run in C1CCOC1 (THF). Yields the product OC1N=CC=2SC3=C(NC2N1CC(=O)N(CC(=O)O)CC(C(=O)OC(C)(C)C)N)C=CC=C3 (N-[(2-Hydroxy-10-H-pyrimido[5,4-b][1,4]benzothiazin-1-yl)acetyl]-N-(2-boc-aminoethyl)glycine). The yield is 90.6%. Reaction SMILES: [OH:1][CH:2]1[N:11]([CH2:12][C:13]([N:15]([CH2:22][CH:23]([NH2:31])[C:24]([O:26][C:27]([CH3:30])([CH3:29])[CH3:28])=[O:25])[CH2:16][C:17]([O:19]CC)=[O:18])=[O:14])[C:10]2[NH:9][C:8]3[CH:32]=[CH:33][CH:34]=[CH:35][C:7]=3[S:6][C:5]=2[CH:4]=[N:3]1.[Li+].[OH-].O>C1COCC1>[OH:1][CH:2]1[N:11]([CH2:12][C:13]([N:15]([CH2:22][CH:23]([NH2:31])[C:24]([O:26][C:27]([CH3:29])([CH3:30])[CH3:28])=[O:25])[CH2:16][C:17]([OH:19])=[O:18])=[O:14])[C:10]2[NH:9][C:8]3[CH:32]=[CH:33][CH:34]=[CH:35][C:7]=3[S:6][C:5]=2[CH:4]=[N:3]1 |f:1.2|. Procedure: Ethyl N-[(2-hydroxy-10-H-pyrimido[5,4-b][1,4]-benzothiazin-1-yl)acetyl]-N-(2-Boc-aminoethyl)glycinate (201 mg, 0.4 mmol) was dissolved in THF (10 mL) and LiOH (2M, aqueous, 1.0 mL) was added. After 15 minutes at room temperature water (10 mL) was added, the THF was evaporated in vacuo and HCl (2M, aqueous, 1.0 mL) was added with vigorous stirring. The solid yellow material was filtered off and dried in vacuo to give 173 mg (91%) of the title compound. Yields the product C(C)(C)C1=CC(=CC2=C1C(N(S2(=O)=O)COC2=CC(=NN2C2=CC=CC=C2)C)=O)OC (4-isopropyl-6-methoxy-2-(1-phenyl-3-methylpyrazol-5-yl-oxymethyl)-1,2-benzisothiazol-3(2H)-one 1,1-dioxide). Procedure: To a mixture of 460 mg (7.9 mmol) of KF in DMF (25 ml) was added under nitrogen at room temperature 2,4-dihydro-2-phenyl-5-methyl-3H-pyrazol-3-one (1.38 g; 7.98 mmol) with stirring (5 minutes) followed by 2-chloromethyl-4-isopropyl-6-methoxy-1,2-benzisothiazol-3(2H)-one 1,1-dioxide (1.1 g, 3.63 mmol) and the resulting mixture was stirred at room temperature for 6 hours and then poured into water/ethyl acetate. The above mixture was extracted with ethyl acetate (3×75 ml) and the organic layer was... Reactants: O.C(C)(=O)OCC (water ethyl acetate), [F-].[K+] (KF), ClCN1S(C2=C(C1=O)C(=CC(=C2)OC)C(C)C)(=O)=O (2-chloromethyl-4-isopropyl-6-methoxy-1,2-benzisothiazol-3(2H)-one 1,1-dioxide), C1(=CC=CC=C1)N1N=C(CC1=O)C (2,4-dihydro-2-phenyl-5-methyl-3H-pyrazol-3-one). Conditions: time 5 minute. Solvent: CN(C)C=O (DMF). The yield is 7.5%. Reaction SMILES: [F-].[K+].[C:3]1([N:9]2[C:13](=[O:14])[CH2:12][C:11]([CH3:15])=[N:10]2)[CH:8]=[CH:7][CH:6]=[CH:5][CH:4]=1.Cl[CH2:17][N:18]1[C:22](=[O:23])[C:21]2[C:24]([CH:30]([CH3:32])[CH3:31])=[CH:25][C:26]([O:28][CH3:29])=[CH:27][C:20]=2[S:19]1(=[O:34])=[O:33].O.C(OCC)(=O)C>CN(C=O)C>[CH:30]([C:24]1[C:21]2[C:22](=[O:23])[N:18]([CH2:17][O:14][C:13]3[N:9]([C:3]4[CH:8]=[CH:7][CH:6]=[CH:5][CH:4]=4)[N:10]=[C:11]([CH3:15])[CH:12]=3)[S:19](=[O:34])(=[O:33])[C:20]=2[CH:27]=[C:26]([O:28][CH3:29])[CH:25]=1)([CH3:32])[CH3:31] |f:0.1,4.5|. Starting materials: C=O, O=CO, OCCC1CCNCC1, O. The product is CN1CCC(CCO)CC1. Reaction SMILES: [CH2:13]=[O:14].[CH:10]([OH:11])=[O:12].[NH:1]1[CH2:2][CH2:3][CH:4]([CH2:7][CH2:8][OH:9])[CH2:5][CH2:6]1.[OH2:15]>>[N:1]1([CH3:10])[CH2:2][CH2:3][CH:4]([CH2:7][CH2:8][OH:9])[CH2:5][CH2:6]1. Procedure: 7-Chloro-thieno[3,2-b]pyridine-2-carboxylic acid lithium salt (2.0 g, 9.1 mmole) was dissolved in a solution of DMF (10 mL) and chloroform (50 mL). The carboxylate was treated with thionyl chloride (2.0 mL, 27.3 mmole) and refluxed for one hour. The resultant acid chloride was cooled to room temperature and added dropwise to a solution of sodium borohydride (0.7 g, 18.2 mmole) in DMF (10 mL) at 0° C. The temperature was allowed to reach room temperature over 2 hours and the reaction was quenched... The yield is 38.5%. Yields the product OCC1=CC2=NC=CC(=C2S1)Cl (2-(Hydroxymethyl)-7-chlorothieno[3,2-b]pyridine). Reaction conditions: time 2 hour. The solvent is CN(C)C=O (DMF), CN(C)C=O (DMF), C(Cl)(Cl)Cl (chloroform). The reactants are acid chloride, carboxylate, S(=O)(Cl)Cl (thionyl chloride), [BH4-].[Na+] (sodium borohydride), [Li+].ClC1=C2C(=NC=C1)C=C(S2)C(=O)[O-] (7-Chloro-thieno[3,2-b]pyridine-2-carboxylic acid lithium salt). As a reaction SMILES: [Li+].[Cl:2][C:3]1[CH:8]=[CH:7][N:6]=[C:5]2[CH:9]=[C:10]([C:12]([O-])=[O:13])[S:11][C:4]=12.S(Cl)(Cl)=O.[BH4-].[Na+]>CN(C=O)C.C(Cl)(Cl)Cl>[OH:13][CH2:12][C:10]1[S:11][C:4]2[C:5](=[N:6][CH:7]=[CH:8][C:3]=2[Cl:2])[CH:9]=1 |f:0.1,3.4|. Starting materials: CC(C)(C)OC(=O)N(CCO)CCO[Si](c1ccccc1)(c1ccccc1)C(C)(C)C, CCCCP(=CC#N)(CCCC)CCCC, CCOC(C)=O, Cc1ccccc1, O=S(=O)(Cc1cc(F)ccc1F)c1ccc(Cl)cc1. Yields the product CC(C)(C)OC(=O)N(CCO[Si](c1ccccc1)(c1ccccc1)C(C)(C)C)CCC(c1cc(F)ccc1F)S(=O)(=O)c1ccc(Cl)cc1. RXN SMILES: [C:20]([CH3:21])([CH3:22])([CH3:23])[Si:24]([O:25][CH2:26][CH2:27][N:28]([C:29]([O:30][C:31]([CH3:32])([CH3:33])[CH3:34])=[O:35])[CH2:36][CH2:37][OH:38])([c:39]1[cH:40][cH:41][cH:42][cH:43][cH:44]1)[c:45]1[cH:46][cH:47][cH:48][cH:49][cH:50]1.[C:51]([CH:52]=[P:53]([CH2:54][CH2:55][CH2:56][CH3:57])([CH2:58][CH2:59][CH2:60][CH3:61])[CH2:62][CH2:63][CH2:64][CH3:65])#[N:66].[CH3:67][CH2:68][O:69][C:70](=[O:71])[CH3:72].[CH3:73][c:74]1[cH:75][cH:76][cH:77][cH:78][cH:79]1.[Cl:1][c:2]1[cH:3][cH:4][c:5]([S:8](=[O:9])(=[O:10])[CH2:11][c:12]2[c:13]([F:19])[cH:14][cH:15][c:16]([F:18])[cH:17]2)[cH:6][cH:7]1>>[Cl:1][c:2]1[cH:3][cH:4][c:5]([S:8](=[O:9])(=[O:10])[CH:11]([c:12]2[c:13]([F:19])[cH:14][cH:15][c:16]([F:18])[cH:17]2)[CH2:37][CH2:36][N:28]([CH2:27][CH2:26][O:25][Si:24]([C:20]([CH3:21])([CH3:22])[CH3:23])([c:39]2[cH:40][cH:41][cH:42][cH:43][cH:44]2)[c:45]2[cH:46][cH:47][cH:48][cH:49][cH:50]2)[C:29]([O:30][C:31]([CH3:32])([CH3:33])[CH3:34])=[O:35])[cH:6][cH:7]1. Starting materials: C(C)N(CCC(CCCC1=CC(=CC=C1)OC)=O)CC (1-diethylamino-6-(m-methoxyphenyl)hexan-3-one), 6-(m-methoxhyphenyl)hex-1-en-3-one, C(C)(C)C1C(CCC1=O)=O (2-isopropylcyclopentane-1,3-dione), 2-ethyl. The product is triketone, C(C)(C)C1(C(CCC1=O)=O)CCC(CCCC1=CC(=CC=C1)OC)=O (2-isopropyl-2-(6-m-methoxyphenyl-3-oxohexyl)cyclopentane-1,3-dione). Yield: 97.7%. RXN SMILES: C(N(CC)[CH2:4][CH2:5][C:6](=[O:18])[CH2:7][CH2:8][CH2:9][C:10]1[CH:15]=[CH:14][CH:13]=[C:12]([O:16][CH3:17])[CH:11]=1)C.[CH:21]([CH:24]1[C:28](=[O:29])[CH2:27][CH2:26][C:25]1=[O:30])([CH3:23])[CH3:22]>>[CH:21]([C:24]1([CH2:4][CH2:5][C:6](=[O:18])[CH2:7][CH2:8][CH2:9][C:10]2[CH:15]=[CH:14][CH:13]=[C:12]([O:16][CH3:17])[CH:11]=2)[C:28](=[O:29])[CH2:27][CH2:26][C:25]1=[O:30])([CH3:23])[CH3:22]. Procedure details: Condense a mixture (6 g) of 1-diethylamino-6-(m-methoxyphenyl)hexan-3-one and 6-(m-methoxhyphenyl)hex-1-en-3-one with 2-isopropylcyclopentane-1,3-dione (3 g) using a procedure similar to that described for the condensation of the 2-ethyl compound. Obtain the corresponding triketone, 2-isopropyl-2-(6-m-methoxyphenyl-3-oxohexyl)cyclopentane-1,3-dione (7.2 g) as an uncrystallizable gum.